From a dataset of the Open Reaction Database (ORD), a public repository of structured organic reaction records. describe an organic reaction: reactants, conditions, products, and yield Starting materials: C(C)OC1=CC2=C(C(=N[C@@H]3CCN(C[C@H]23)C)C2=CC=C(C(=O)O)C=C2)C=C1OC (4-((4aR,10bS)-9-ethoxy-8-methoxy-2-methyl-1,2,3,4,4a,10b-hexahydro-benzo[c][1,6]-naphthyridin-6yl)benzoic acid), C(C)(C)NC(CCOC(C)=O)C (acetic acid 3-isopropylamino-butyl ester). The product is C(C)OC1=CC2=C(C(=N[C@@H]3CCN(C[C@H]23)C)C2=CC=C(C=C2)C(=O)N(C(CCOC(CC2=CC(=C(C=C2)OC)OC)=O)C)C(C)C)C=C1OC ((3.4-Dimethoxy-phenyl)-acetic acid 3-({1-[4-((4aR,10bS)-9-ethoxy-8-methoxy-2-methyl-1,2,3,4,4a.10b-hexahydro-benzo[c][1,6]naphthyridin-6-yl)-phenyl]-methanoyl}-isopropyl-amino)-butyl ester). As a reaction SMILES: [CH2:1]([O:3][C:4]1[C:27]([O:28][CH3:29])=[CH:26][C:7]2[C:8]([C:17]3[CH:25]=[CH:24][C:20]([C:21]([OH:23])=O)=[CH:19][CH:18]=3)=[N:9][C@H:10]3[C@@H:15]([C:6]=2[CH:5]=1)[CH2:14][N:13]([CH3:16])[CH2:12][CH2:11]3)[CH3:2].[CH:30]([NH:33][CH:34]([CH3:41])[CH2:35][CH2:36][O:37][C:38](=[O:40])[CH3:39])([CH3:32])[CH3:31]>>[CH2:1]([O:3][C:4]1[C:27]([O:28][CH3:29])=[CH:26][C:7]2[C:8]([C:17]3[CH:25]=[CH:24][C:20]([C:21]([N:33]([CH:30]([CH3:32])[CH3:31])[CH:34]([CH3:41])[CH2:35][CH2:36][O:37][C:38](=[O:40])[CH2:39][C:7]4[CH:6]=[CH:5][C:4]([O:3][CH3:1])=[C:27]([O:28][CH3:29])[CH:26]=4)=[O:23])=[CH:19][CH:18]=3)=[N:9][C@H:10]3[C@@H:15]([C:6]=2[CH:5]=1)[CH2:14][N:13]([CH3:16])[CH2:12][CH2:11]3)[CH3:2]. Procedure details: Prepared from 4-((4aR,10bS)-9-ethoxy-8-methoxy-2-methyl-1,2,3,4,4a,10b-hexahydro-benzo[c][1,6]-naphthyridin-6yl)benzoic acid and rac-3,4-dimethoxy-phenyl)-acetic acid 3-isopropylamino-butyl ester as described for example 1. The reactants are C(CC)(=O)Cl (propionyl chloride), ice water, NC=1SC=C(N1)CN1CCC(CC1)OC(C1=CC=CC=C1)C1=CC=CC=C1 (2-amino-4-[4-(diphenylmethoxy)piperidinomethyl]thiazole), N1=CC=CC=C1 (pyridine). Solvent: ClCCl (dichloromethane), CN(C=O)C (N,N-dimethylformamide). Run at time 30 minute. Yields the product C(CC)(=O)NC=1SC=C(N1)CN1CCC(CC1)OC(C1=CC=CC=C1)C1=CC=CC=C1 (2-propionylamino-4-[4-(diphenylmethoxy)piperidinomethyl]thiazole). As a reaction SMILES: [NH2:1][C:2]1[S:3][CH:4]=[C:5]([CH2:7][N:8]2[CH2:13][CH2:12][CH:11]([O:14][CH:15]([C:22]3[CH:27]=[CH:26][CH:25]=[CH:24][CH:23]=3)[C:16]3[CH:21]=[CH:20][CH:19]=[CH:18][CH:17]=3)[CH2:10][CH2:9]2)[N:6]=1.N1C=CC=CC=1.[C:34](Cl)(=[O:37])[CH2:35][CH3:36]>CN(C)C=O.ClCCl>[C:34]([NH:1][C:2]1[S:3][CH:4]=[C:5]([CH2:7][N:8]2[CH2:13][CH2:12][CH:11]([O:14][CH:15]([C:22]3[CH:27]=[CH:26][CH:25]=[CH:24][CH:23]=3)[C:16]3[CH:17]=[CH:18][CH:19]=[CH:20][CH:21]=3)[CH2:10][CH2:9]2)[N:6]=1)(=[O:37])[CH2:35][CH3:36]. Procedure details: To a stirred mixture of 2-amino-4-[4-(diphenylmethoxy)piperidinomethyl]thiazole (8.04 g) and pyridine (7.72 ml) in dry N,N-dimethylformamide (80 ml) was added slowly a solution of propionyl chloride (2.76 ml) in dichloromethane (2 ml) at a temperature below 5° C. After 30 minutes, the reaction mixture was poured into ice water (800 ml) and extracted with ethyl acetate (400 ml), and the extract was dried over magnesium sulfate. The solvent was distilled off and purified by column chromatography o... The reactants are BrCCOCCBr (1-bromo-2-(2-bromoethoxy)ethane), P(=O)(OCC)(OCC)OCC (triethyl phosphate). Reaction conditions: temperature 160 celsius. Product: BrCCOCCP(OCC)(OCC)=O (diethyl 2-(2-bromoethoxy)ethylphosphonate). RXN SMILES: Br[CH2:2][CH2:3][O:4][CH2:5][CH2:6][Br:7].[P:8](OCC)([O:13][CH2:14][CH3:15])([O:10][CH2:11][CH3:12])=[O:9]>>[Br:7][CH2:6][CH2:5][O:4][CH2:3][CH2:2][P:8](=[O:9])([O:13][CH2:14][CH3:15])[O:10][CH2:11][CH3:12]. Procedure: 1-bromo-2-(2-bromoethoxy)ethane (1.0 eq) was mixed with triethyl phosphate (1 eq) then heated to 160° C. for 20 minutes by microwave. The crude mixture was purified by flash chromatography on a COMBIFLASH® system (ISCO) using 70-100% EtOAc/Hex to give the product as a colorless oil. Product: C(C1=CC=CC=C1)ON(C(CCC1(C(OC(OC1=O)(C)C)=O)CC1=CC=C(C=C1)C(=O)OC)=O)CC1=C(C=C(C=C1OC)OC)OC (5-{3-[benzyloxy(2,4,6-trimethoxybenzyl)amino]-3-oxopropyl}-2,2-dimethyl-5-[4-(methoxycarbonyl)phenyl]methyl-[1,3]dioxane-4,6-dione). Run at temperature 65 celsius. Reactants: C(C1=CC=CC=C1)ON(C(CCC1C(OC(OC1=O)(C)C)=O)=O)CC1=C(C=C(C=C1OC)OC)OC (N-benzyloxy-3-(2,2-dimethyl-4,6-dioxo-1,3-dioxan-5-yl)-N-(2,4,6-trimethoxybenzyl)-propanamide), BrCC1=CC=C(C(=O)OC)C=C1 (methyl 4-(bromomethyl)benzoate), C([O-])([O-])=O.[K+].[K+] (potassium carbonate). The solvent is C(C)#N (acetonitrile). RXN SMILES: [CH2:1]([O:8][N:9]([CH2:24][C:25]1[C:30]([O:31][CH3:32])=[CH:29][C:28]([O:33][CH3:34])=[CH:27][C:26]=1[O:35][CH3:36])[C:10](=[O:23])[CH2:11][CH2:12][CH:13]1[C:18](=[O:19])[O:17][C:16]([CH3:21])([CH3:20])[O:15][C:14]1=[O:22])[C:2]1[CH:7]=[CH:6][CH:5]=[CH:4][CH:3]=1.Br[CH2:38][C:39]1[CH:48]=[CH:47][C:42]([C:43]([O:45][CH3:46])=[O:44])=[CH:41][CH:40]=1.C(=O)([O-])[O-].[K+].[K+]>[Cl-].C([N+](CC)(CC)CC)C1C=CC=CC=1.C(#N)C>[CH2:1]([O:8][N:9]([CH2:24][C:25]1[C:26]([O:35][CH3:36])=[CH:27][C:28]([O:33][CH3:34])=[CH:29][C:30]=1[O:31][CH3:32])[C:10](=[O:23])[CH2:11][CH2:12][C:13]1([CH2:38][C:39]2[CH:40]=[CH:41][C:42]([C:43]([O:45][CH3:46])=[O:44])=[CH:47][CH:48]=2)[C:14](=[O:22])[O:15][C:16]([CH3:21])([CH3:20])[O:17][C:18]1=[O:19])[C:2]1[CH:3]=[CH:4][CH:5]=[CH:6][CH:7]=1 |f:2.3.4,5.6|. Yield: 77.4%. Reagents/catalysts: [Cl-].C(C1=CC=CC=C1)[N+](CC)(CC)CC (benzyltriethylammonium chloride). Procedure: To stirring acetonitrile were added N-benzyloxy-3-(2,2-dimethyl-4,6-dioxo-1,3-dioxan-5-yl)-N-(2,4,6-trimethoxybenzyl)-propanamide (10.0 g, 19.9 mmol), methyl 4-(bromomethyl)benzoate (5.02 g, 21.9 mmol), potassium carbonate (4.125 g, 29.9 mmol), and benzyltriethylammonium chloride (6.799 g, 29.9 mmol). This reaction mixture was heated to 65° C. for 5 h. The reaction mixture was then allowed to cool and extracted with 100 mL of 10% KHSO4, 50 mL (3 times) of EtOAc, brine and then dried over Na2SO4.... The reactants are NC1=C(C=CC=C1)SC1=C(C(=O)O)C=CC(=C1)[N+](=O)[O-] (2-(o-Aminophenylthio)-4-nitrobenzoic acid), F[B-](F)(F)F.[Na+] (sodium fluoroborate), S(O)(O)(=O)=O (sulfuric acid), N(=O)[O-].[Na+] (sodium nitrite). Solvent: O (water). Conditions: time 20 minute. Product: OC1=C(C=CC=C1)SC1=C(C(=O)O)C=CC(=C1)[N+](=O)[O-] (2-(o-Hydroxyphenylthio)-4-nitrobenzoic acid). RXN SMILES: N[C:2]1[CH:7]=[CH:6][CH:5]=[CH:4][C:3]=1[S:8][C:9]1[CH:17]=[C:16]([N+:18]([O-:20])=[O:19])[CH:15]=[CH:14][C:10]=1[C:11]([OH:13])=[O:12].S(=O)(=O)(O)[OH:22].N([O-])=O.[Na+].F[B-](F)(F)F.[Na+]>O>[OH:22][C:2]1[CH:7]=[CH:6][CH:5]=[CH:4][C:3]=1[S:8][C:9]1[CH:17]=[C:16]([N+:18]([O-:20])=[O:19])[CH:15]=[CH:14][C:10]=1[C:11]([OH:13])=[O:12] |f:2.3,4.5|. Reported procedure: Suspend 10.15 g (35 mmoles) of the amino acid of Step A in 75 ml of water and add 4 ml concentrated sulfuric acid (7.36 g, 75 mmoles, 140 meq.). Cool the mixture in an ice-bath and add 3.657 g (53 mmoles) of sodium nitrite in portions at 0°-5° C. Stir the suspension in the cold for 20 minutes. Add 10 g (91 mmoles) of sodium fluoroborate and stir for an additional 20 minutes. Separate the precipitated crude diazonium fluoroborate, suspend tne precipitate in 250 ml of 50% sulfuric acid and heat in... Reactants: C[Si](C1=CC(=CO1)C=O)(C)C (5-trimethylsilyl-3-furaldehyde), COCCOCCl (2-Methoxyethoxymethyl chloride), BrCCCCCCCCCCCC (1-bromododecane), [Mg] (magnesium). The solvent is O1CCCC1 (tetrahydrofuran), O1CCCC1 (tetrahydrofuran). Run at time 16 hour. The product is COCCOCOC(CCCCCCCCCCCC)C=1C=C(OC1)[Si](C)(C)C (4-[1-(2-Methoxyethoxy)methoxytridecyl]-2-trimethylsilylfuran). Reaction SMILES: Br[CH2:2][CH2:3][CH2:4][CH2:5][CH2:6][CH2:7][CH2:8][CH2:9][CH2:10][CH2:11][CH2:12][CH3:13].[Mg].[CH3:15][Si:16]([CH3:25])([CH3:24])[C:17]1[O:21][CH:20]=[C:19]([CH:22]=[O:23])[CH:18]=1.[CH3:26][O:27][CH2:28][CH2:29][O:30][CH2:31]Cl>O1CCCC1>[CH3:26][O:27][CH2:28][CH2:29][O:30][CH2:31][O:23][CH:22]([C:19]1[CH:18]=[C:17]([Si:16]([CH3:25])([CH3:24])[CH3:15])[O:21][CH:20]=1)[CH2:2][CH2:3][CH2:4][CH2:5][CH2:6][CH2:7][CH2:8][CH2:9][CH2:10][CH2:11][CH2:12][CH3:13]. Reported procedure: A mixture of 1-bromododecane (222 mg, 0.89 mmol) and magnesium turnings (22 mg, 0.94 mmol) in tetrahydrofuran (5 ml) was refluxed under argon for 1 hour. After cooling to 0°, a solution of 5-trimethylsilyl-3-furaldehyde (150 mg, 0.89 mmol) in tetrahydrofuran (1 ml) was added and conditions maintained for 1 hour. 2-Methoxyethoxymethyl chloride (0.15 ml, 1.34 mmol) was added and stirring was continued at room temperature for 16 hours. The mixture was quenched with water and extracted with ethyl et... Starting materials: CCO, Fc1ccccc1CCl, S=C1NC(c2ccccc2)C(c2ccccc2)N1. The product is Cl, Fc1ccccc1CSC1=NC(c2ccccc2)C(c2ccccc2)N1. Reaction SMILES: [CH3:28][CH2:29][OH:30].[F:19][c:20]1[c:21]([CH2:22][Cl:23])[cH:24][cH:25][cH:26][cH:27]1.[c:1]1([CH:7]2[NH:8][C:9](=[S:18])[NH:10][CH:11]2[c:12]2[cH:13][cH:14][cH:15][cH:16][cH:17]2)[cH:2][cH:3][cH:4][cH:5][cH:6]1>>[ClH:23].[c:1]1([CH:7]2[NH:8][C:9]([S:18][CH2:22][c:21]3[c:20]([F:19])[cH:27][cH:26][cH:25][cH:24]3)=[N:10][CH:11]2[c:12]2[cH:13][cH:14][cH:15][cH:16][cH:17]2)[cH:2][cH:3][cH:4][cH:5][cH:6]1. Reactants: 6, Cl (hydrochloric acid), N([C@@H](CCC)C(=O)N[C@@H]([C@@H](C)CC)C(=O)N)C(=O)OC(C)(C)C (BOC-Nva-Ile-NH2). The solvent is C(C)(=O)OCC (ethyl acetate), C(C)(=O)OCC (ethyl acetate), CCOCC (ether). Conditions: time 1 hour. Product: N[C@@H](CCC)C(=O)N[C@@H]([C@@H](C)CC)C(=O)N.Cl (H-Nva-Ile-NH2.HCl). Isolated yield 96.0%. Reaction SMILES: [NH:1](C(OC(C)(C)C)=O)[C@H:2]([C:6]([NH:8][C@H:9]([C:14]([NH2:16])=[O:15])[C@H:10]([CH2:12][CH3:13])[CH3:11])=[O:7])[CH2:3][CH2:4][CH3:5].[ClH:24]>C(OCC)(=O)C.CCOCC>[NH2:1][C@H:2]([C:6]([NH:8][C@H:9]([C:14]([NH2:16])=[O:15])[C@H:10]([CH2:12][CH3:13])[CH3:11])=[O:7])[CH2:3][CH2:4][CH3:5].[ClH:24] |f:4.5|. Procedure details: 4.5 g (13.7 mmoles) of BOC-Nva-Ile-NH2 are suspended in 20 ml of ethyl acetate, and 12 ml of a 6 n hydrochloric acid solution in ethyl acetate are added to the suspension. After one hour of standing the reaction mixture is diluted with ether, and the separated precipitate is filtered off. The resulting 3.6 g of crude product are recrystallized from a mixture of methanol and ether to obtain 3.5 g (96%) of H-Nva-Ile-NH2.HCl; m.p.: 254°-255° C., Rf5 =0.45, [α]D25 =+3.8° (c=1%, in methanol). RXN SMILES: [C:1]([C:4]1[N:5]([CH2:9][C:10]2[CH:11]=[C:12]([C:16]3[CH:20]=[C:19]([CH2:21][CH:22]([CH3:24])[CH3:23])[S:18][C:17]=3[S:25]([NH:28]C(C)(C)C)(=[O:27])=[O:26])[CH:13]=[CH:14][CH:15]=2)[CH:6]=[CH:7][N:8]=1)(=[O:3])[CH3:2].C1(OC)C=CC=CC=1.C([O-])([O-])=O.[Na+].[Na+].Cl[C:48]([O:50][CH2:51][CH2:52][CH2:53][CH3:54])=[O:49]>C(O)(C(F)(F)F)=O.C(Cl)Cl.O>[CH2:51]([O:50][C:48]([NH:28][S:25]([C:17]1[S:18][C:19]([CH2:21][CH:22]([CH3:23])[CH3:24])=[CH:20][C:16]=1[C:12]1[CH:13]=[CH:14][CH:15]=[C:10]([CH2:9][N:5]2[CH:6]=[CH:7][N:8]=[C:4]2[C:1](=[O:3])[CH3:2])[CH:11]=1)(=[O:27])=[O:26])=[O:49])[CH2:52][CH2:53][CH3:54] |f:2.3.4|. Solvent: C(=O)(C(F)(F)F)O (TFA), O (water), C(Cl)Cl (CH2Cl2). Yields the product C(CCC)OC(=O)NS(=O)(=O)C=1SC(=CC1C1=CC(=CC=C1)CN1C(=NC=C1)C(C)=O)CC(C)C (N-Butyloxycarbonyl-3-[3-(2-acetylimidazol-1-ylmethyl)phenyl]-5-iso-butyl-thiophene-2-sulfonamide). Isolated yield 34.0%. The reactants are C(C)(=O)C=1N(C=CN1)CC=1C=C(C=CC1)C1=C(SC(=C1)CC(C)C)S(=O)(=O)NC(C)(C)C (3-[3-(2-acetylimidazol-1-ylmethyl)phenyl]-5-iso-butyl-N-tert-butylthiophene-2-sulfonamide), C1(=CC=CC=C1)OC (anisole), C(=O)([O-])[O-].[Na+].[Na+] (Na2CO3), ClC(=O)OCCCC (butyl chloroformate). Procedure: To a solution of 3-[3-(2-acetylimidazol-1-ylmethyl)phenyl]-5-iso-butyl-N-tert-butylthiophene-2-sulfonamide (62.4 mg, 0.132 mmol; see step (b)) in TFA (2 mL) was added anisole (150 μL) and the reaction mixture was stirred overnight at ambient temperature. The reaction mixture was concentrated in vacuo and dried in vacuo overnight. To the crude product dissolved in CH2Cl2 (2 mL) was added Na2CO3 (302 mg, 2.85 mmol), water (0.8 mL) and butyl chloroformate (83.8 μL, 0.659 mmol) and the reaction mixt... Run at time 8 hour. Starting materials: CCCCCCCCCCCC(=O)OC[C@@H]1[C@H]([C@@H]([C@H]([C@H](O1)O[C@]2([C@H]([C@@H]([C@H](O2)CO)O)O)CO)O)O)O (Sucrose monolaurate). The solvent is O (water). The product is CCCCCCCCCC (n-decane). As a reaction SMILES: [CH3:1][CH2:2][CH2:3][CH2:4][CH2:5][CH2:6][CH2:7][CH2:8][CH2:9][CH2:10]CC(OC[C@H]1O[C@H](O[C@]2(CO)O[C@H](CO)[C@@H](O)[C@@H]2O)[C@H](O)[C@@H](O)[C@@H]1O)=O>O>[CH3:1][CH2:2][CH2:3][CH2:4][CH2:5][CH2:6][CH2:7][CH2:8][CH2:9][CH3:10]. Procedure: Sucrose monolaurate (SM-1200, produced by Mitsubishi Chemical Foods K.K.) dissolved in distilled water uniformly, and n-decane (guaranteed reagent, produced by Tokyo Kasei Kogyo K.K.) were put in a test tube with a screw closure, and 0.5% by volume of adsorbent cotton (adsorbent cotton according to Japanese Pharmacopeia, produced by Toei K.K.) was added thereto. The system was emulsified by shaking by hand at 25° C. to prepare an oil-in-water emulsion composition, then the cotton was taken out.